Dataset: the Open Reaction Database (ORD), a public repository of structured organic reaction records. Task: describe an organic reaction: reactants, conditions, products, and yield Starting materials: S(=O)(Cl)Cl (thionyl chloride), NC(C(=O)O)CC (2-aminobutyric acid), C(C)OCC (diethyl ether). The solvent is C(C)O (ethanol). Reaction conditions: temperature 0 celsius, time 8 hour. The product is Cl.NC(C(=O)OCC)CC (Ethyl 2-aminobutyrate hydrochloride). As a reaction SMILES: [NH2:1][CH:2]([CH2:6][CH3:7])[C:3]([OH:5])=[O:4].S(Cl)([Cl:10])=O.[CH2:12](OCC)[CH3:13]>C(O)C>[ClH:10].[NH2:1][CH:2]([CH2:6][CH3:7])[C:3]([O:5][CH2:12][CH3:13])=[O:4] |f:4.5|. Procedure details: A slurry of 2-aminobutyric acid (100 g, Aldrich) in absolute ethanol (300 ml) was stirred under nitrogen at 0° C. and thionyl chloride (120.8 g) was added dropwise. The reaction was stirred overnight at 0° C. and then gradually warmed to room temperature. The resulting white slurry was heated under reflux for 3 hours, left to cool for 10 minutes, then poured into chilled diethyl ether (600 ml), with hand stirring. The suspension was filtered and the solid product dried to give the desired produc...